The task is: describe an organic reaction: reactants, conditions, products, and yield. This data is from the Open Reaction Database (ORD), a public repository of structured organic reaction records. The reactants are BrC(=C)C=NC(=C)O[Si](C)(C)C (1-(1-bromo-vinyl)-3-trimethylsilyoxy-2-aza-1,3-butadiene), C(C)(C)(C)OC(=O)N1C(\C(\C2=CC=C(C=C12)Cl)=C/C1=CC(=CC=C1)Cl)=O (Z-6-chloro-3-(3-chloro-benzylidene)-2-oxo-2,3-dihydro-indole-1-carboxylic acid tert-butyl ester). Solvent: C1(=CC=CC=C1)C (toluene), C1(=CC=CC=C1)C (toluene). The product is BrC(=C)C1NC(CC(C12C(NC1=CC(=CC=C12)Cl)=O)C1=CC(=CC=C1)Cl)=O (racemic (2′R,3R,4′S)-2′-(1-bromo-vinyl)-6-chloro-4′-(3-chlorophenyl)spiro[3H-indole-3,3′-piperidine]-2,6′(1H)-dione). Isolated yield 7.0%. RXN SMILES: [Br:1][C:2]([CH:4]=[N:5][C:6]([O:8][Si](C)(C)C)=[CH2:7])=[CH2:3].C(OC([N:20]1[C:28]2[C:23](=[CH:24][CH:25]=[C:26]([Cl:29])[CH:27]=2)/[C:22](=[CH:30]/[C:31]2[CH:36]=[CH:35][CH:34]=[C:33]([Cl:37])[CH:32]=2)/[C:21]1=[O:38])=O)(C)(C)C>C1(C)C=CC=CC=1>[Br:1][C:2]([CH:4]1[C:22]2([C:23]3[C:28](=[CH:27][C:26]([Cl:29])=[CH:25][CH:24]=3)[NH:20][C:21]2=[O:38])[CH:30]([C:31]2[CH:36]=[CH:35][CH:34]=[C:33]([Cl:37])[CH:32]=2)[CH2:8][C:6](=[O:7])[NH:5]1)=[CH2:3]. Reported procedure: To a toluene solution of 1-(1-bromo-vinyl)-3-trimethylsilyoxy-2-aza-1,3-butadiene in toluene (1 M, 37 mL, 37 mmol) was added E/Z-6-chloro-3-(3-chloro-benzylidene)-2-oxo-2,3-dihydro-indole-1-carboxylic acid tert-butyl ester prepared in Example 24a (2.8 g, 7.2 mmol). The reaction mixture was refluxed overnight under argon protection and purified by Prep-HPLC to give product as a white solid (120 mg, 7%). The reactants are O(C1=CC=CC=C1)C(=O)CC(C)NC(=O)N (phenoxycarbonylpropyleneurea), C(C(=C)C)(=O)OCCO (hydroxyehtyl methacrylate). Reagents/catalysts: C(CCCCCCCCCCC)(=O)[O-].C(CCCCCCCCCCC)(=O)[O-].C(CCC)[Sn+2]CCCC (dibutyltin dilaurate). The solvent is O1CCOCC1 (dioxane). The product is C(C(=C)C)(=O)OCCOC(=O)CC(C)NC(=O)N (2-methacryloyloxyethyloxycarbonylpropyleneurea). Yield: 77.4%. As a reaction SMILES: [O:1]([C:8]([CH2:10][CH:11]([NH:13][C:14]([NH2:16])=[O:15])[CH3:12])=[O:9])[C:2]1[CH:7]=CC=CC=1.[C:17]([O:22]CCO)(=[O:21])[C:18]([CH3:20])=[CH2:19]>O1CCOCC1.C([O-])(=O)CCCCCCCCCCC.C([O-])(=O)CCCCCCCCCCC.C([Sn+2]CCCC)CCC>[C:17]([O:22][CH2:7][CH2:2][O:1][C:8]([CH2:10][CH:11]([NH:13][C:14]([NH2:16])=[O:15])[CH3:12])=[O:9])(=[O:21])[C:18]([CH3:20])=[CH2:19] |f:3.4.5|. Procedure details: One hundred gram (450 mmol) of phenoxycarbonylpropyleneurea and 59 g (450 mmol) of hydroxyehtyl methacrylate were dissolved in 900 ml of dioxane at 85° to 90° C. Then, 400 mg of dibutyltin dilaurate was added thereto and allowed to mix for 13 hours with heat. After completion of the reaction, the mixture was concentrated and recrystalized with ether to obtain 90 g of 2-methacryloyloxyethyloxycarbonylpropyleneurea (77.5% yield). The reactants are CC(C)(C)OC(=O)NC(Cc1cn(CC=Cc2ccccc2)c2ccccc12)C(=O)OCc1ccccc1, C1CCOC1, CO, [K+], [OH-], O. Yields the product CC(C)(C)OC(=O)NC(Cc1cn(CC=Cc2ccccc2)c2ccccc12)C(=O)O. RXN SMILES: [CH2:1]([c:2]1[cH:3][cH:4][cH:5][cH:6][cH:7]1)[O:8][C:9]([CH:10]([CH2:11][c:12]1[cH:13][n:14]([CH2:21][CH:22]=[CH:23][c:24]2[cH:25][cH:26][cH:27][cH:28][cH:29]2)[c:15]2[cH:16][cH:17][cH:18][cH:19][c:20]12)[NH:30][C:31](=[O:32])[O:33][C:34]([CH3:35])([CH3:36])[CH3:37])=[O:38].[CH2:41]1[O:42][CH2:43][CH2:44][CH2:45]1.[CH3:46][OH:47].[K+:40].[OH-:39].[OH2:48]>>[O:8]=[C:9]([CH:10]([CH2:11][c:12]1[cH:13][n:14]([CH2:21][CH:22]=[CH:23][c:24]2[cH:25][cH:26][cH:27][cH:28][cH:29]2)[c:15]2[cH:16][cH:17][cH:18][cH:19][c:20]12)[NH:30][C:31](=[O:32])[O:33][C:34]([CH3:35])([CH3:36])[CH3:37])[OH:38].